From a dataset of the Open Reaction Database (ORD), a public repository of structured organic reaction records. describe an organic reaction: reactants, conditions, products, and yield Starting materials: C(=O)OCC (ethyl formate), O[C@@]1([C@]2(C)[C@@H](C=C1)[C@@H]1CCC3=CC(CC[C@]3(C)[C@H]1CC2)=O)C (17β-hydroxy-17α-methylandrosta-4,15-dien-3-one), [H-].[Na+] (sodium hydride), ice water, Cl (hydrochloric acid). The solvent is O1CCCC1 (tetrahydrofuran), C1(=CC=CC=C1)C (toluene). Run at time 6 hour. Product: crude product, O[C@@]1([C@]2(C)[C@@H](C=C1)[C@@H]1CCC3=CC(\C(\C[C@]3(C)[C@H]1CC2)=C/O)=O)C ((Z)-17β-hydroxy-2-hydroxymethylene-17α-methylandrosta-4,15-dien-3-one). Reaction SMILES: [CH:1](OCC)=[O:2].[OH:6][C@@:7]1([CH3:27])[CH:12]=[CH:11][C@H:10]2[C@H:13]3[C@H:23]([CH2:24][CH2:25][C@:8]12[CH3:9])[C@:21]1([CH3:22])[C:16](=[CH:17][C:18](=[O:26])[CH2:19][CH2:20]1)[CH2:15][CH2:14]3.[H-].[Na+].Cl>O1CCCC1.C1(C)C=CC=CC=1>[OH:6][C@@:7]1([CH3:27])[CH:12]=[CH:11][C@H:10]2[C@H:13]3[C@H:23]([CH2:24][CH2:25][C@:8]12[CH3:9])[C@:21]1([CH3:22])[C:16](=[CH:17][C:18](=[O:26])/[C:19](=[CH:1]\[OH:2])/[CH2:20]1)[CH2:15][CH2:14]3 |f:2.3|. Procedure: At room temperature, 4.6 ml of ethyl formate is added to 4.6 g of 17β-hydroxy-17α-methylandrosta-4,15-dien-3-one in 40 ml of tetrahydrofuran and 70 ml of toluene. Then 3.5 g of sodium hydride (60% paraffin suspension) is added in small portions. After 6 hours, the reaction mixture is gently stirred into ice/water which contains hydrochloric acid, the precipitated product is suctioned off, washed with water, dissolved in methylene chloride, dried, and concentrated under vacuum. After chromatograp... Starting materials: CC=1C=C(C=CC1N1CCN(CC1)C)NC=1N=CC2=C(N1)CCN(C2=O)C2=C(C=CC(=C2)[N+](=O)[O-])C (2-[3-Methyl-4-(4-methyl-piperazin-1-yl)-phenylamino]-6-(2-methyl-5-nitro-phenyl)-7,8-dihydro-6H-pyrido[4,3-d]pyrimidin-5-one), C1CCOC1 (THF). The reagents and catalysts are [Pd] (Pd/C). Solvent: CO (methanol). Run at time 12 hour. Yields the product NC=1C=CC(=C(C1)N1C(C2=C(N=C(N=C2)NC2=CC(=C(C=C2)N2CCN(CC2)C)C)CC1)=O)C (6-(5-Amino-2-methyl-phenyl)-2-[3-methyl-4-(4-methyl-piperazin-1-yl)-phenylamino]-7,8-dihydro-6H-pyrido[4,3-d]pyrimidin-5-one). The yield is 90.2%. RXN SMILES: [CH3:1][C:2]1[CH:3]=[C:4]([NH:15][C:16]2[N:17]=[CH:18][C:19]3[C:25](=[O:26])[N:24]([C:27]4[CH:32]=[C:31]([N+:33]([O-])=O)[CH:30]=[CH:29][C:28]=4[CH3:36])[CH2:23][CH2:22][C:20]=3[N:21]=2)[CH:5]=[CH:6][C:7]=1[N:8]1[CH2:13][CH2:12][N:11]([CH3:14])[CH2:10][CH2:9]1.C1COCC1>[Pd].CO>[NH2:33][C:31]1[CH:30]=[CH:29][C:28]([CH3:36])=[C:27]([N:24]2[CH2:23][CH2:22][C:20]3[N:21]=[C:16]([NH:15][C:4]4[CH:5]=[CH:6][C:7]([N:8]5[CH2:9][CH2:10][N:11]([CH3:14])[CH2:12][CH2:13]5)=[C:2]([CH3:1])[CH:3]=4)[N:17]=[CH:18][C:19]=3[C:25]2=[O:26])[CH:32]=1. Procedure details: To a solution of 2-[3-Methyl-4-(4-methyl-piperazin-1-yl)-phenylamino]-6-(2-methyl-5-nitro-phenyl)-7,8-dihydro-6H-pyrido[4,3-d]pyrimidin-5-one (100 mg, 0.198 mmol) in the mixed solvent of THF (5 ml) and methanol (5 ml) was added 10% Pd/C, and the reaction mixture was stirred for 12 hours at room temperature under a hydrogen balloon. The reaction mixture was filtered and the filtrate was concentrated under vacuum to give 6-(5-Amino-2-methyl-phenyl)-2-[3-methyl-4-(4-methyl-piperazin-1-yl)-phenylami... The reactants are CC(=O)Nc1ccc(S(=O)(=O)NC(=S)NC23CC4CC(CC(C4)C2)C3)cc1, Cl, NC(=S)NS(=O)(=O)c1ccccc1N, [Na+], [OH-], O. The product is Nc1ccc(S(=O)(=O)NC(=S)NC23CC4CC(CC(C4)C2)C3)cc1. As a reaction SMILES: [C:1]12([NH:11][C:12](=[S:13])[NH:14][S:15](=[O:16])(=[O:17])[c:18]3[cH:19][cH:20][c:21]([NH:24][C:25](=[O:26])[CH3:27])[cH:22][cH:23]3)[CH2:2][CH:3]3[CH2:4][CH:5]([CH2:6][CH:7]([CH2:8]1)[CH2:9]3)[CH2:10]2.[ClH:30].[NH2:31][c:32]1[cH:33][cH:34][cH:35][cH:36][c:37]1[S:38]([NH:39][C:40]([NH2:41])=[S:42])(=[O:43])=[O:44].[Na+:29].[OH-:28].[OH2:45]>>[C:1]12([NH:11][C:12](=[S:13])[NH:14][S:15](=[O:16])(=[O:17])[c:18]3[cH:19][cH:20][c:21]([NH2:24])[cH:22][cH:23]3)[CH2:2][CH:3]3[CH2:4][CH:5]([CH2:6][CH:7]([CH2:8]1)[CH2:9]3)[CH2:10]2. Starting materials: CCCCCCCCCCCC#Cc1cccc(CO)c1, BrC(Br)(Br)Br, ClCCl, c1ccc(P(c2ccccc2)c2ccccc2)cc1. Yields the product CCCCCCCCCCCC#Cc1cccc(CBr)c1. As a reaction SMILES: [C:20](#[C:21][CH2:22][CH2:23][CH2:24][CH2:25][CH2:26][CH2:27][CH2:28][CH2:29][CH2:30][CH2:31][CH3:32])[c:33]1[cH:34][c:35]([CH2:36][OH:37])[cH:38][cH:39][cH:40]1.[C:41]([Br:42])([Br:43])([Br:44])[Br:45].[Cl:46][CH2:47][Cl:48].[c:1]1([P:2]([c:3]2[cH:4][cH:5][cH:6][cH:7][cH:8]2)[c:9]2[cH:10][cH:11][cH:12][cH:13][cH:14]2)[cH:15][cH:16][cH:17][cH:18][cH:19]1>>[C:20](#[C:21][CH2:22][CH2:23][CH2:24][CH2:25][CH2:26][CH2:27][CH2:28][CH2:29][CH2:30][CH2:31][CH3:32])[c:33]1[cH:34][c:35]([CH2:36][Br:42])[cH:38][cH:39][cH:40]1. Reactants: FC1=CC(=C(C=N1)N)I (6-fluoro-4-iodopyridin-3-ylamine), FC1=NC=C(C=C1B(O)O)Br (2-fluoro-5-bromopyridine-3-boronic acid), 1,1′-[bis(diphenylphosphino)ferrocene]dichloropalladium(II). Solvent: C(C)#N (acetonitrile), [F-].[K+] (potassium fluoride). Conditions: temperature 80 celsius. Yields the product BrC=1C=C(C(=NC1)F)C1=C(C=NC(=C1)F)N (5-Bromo-2,6′-difluoro-[3,4]bipyridinyl-3′-ylamine). Isolated yield 28.6%. Reaction SMILES: [F:1][C:2]1[N:7]=[CH:6][C:5]([NH2:8])=[C:4](I)[CH:3]=1.[F:10][C:11]1[C:16](B(O)O)=[CH:15][C:14]([Br:20])=[CH:13][N:12]=1>C(#N)C.[F-].[K+]>[Br:20][C:14]1[CH:15]=[C:16]([C:4]2[CH:3]=[C:2]([F:1])[N:7]=[CH:6][C:5]=2[NH2:8])[C:11]([F:10])=[N:12][CH:13]=1 |f:3.4|. Procedure: A mixture of 6-fluoro-4-iodopyridin-3-ylamine (1.57 g, 6.59 mmol), 2-fluoro-5-bromopyridine-3-boronic acid (2.17 g, 9.89 mmol) and 1,1′-[bis(diphenylphosphino)ferrocene]dichloropalladium(II) (0.43 g, 0.53 mmol) in acetonitrile (25 mL) and 1N aqueous potassium fluoride solution (25 mL) was degassed with nitrogen for 20 minutes. The reaction mixture was heated at 80° C. for 3 h, allowed to cool to ambient temperature and then partitioned between ethyl acetate (100 mL) and water (75 mL). The organi...